From a dataset of the Open Reaction Database (ORD), a public repository of structured organic reaction records. describe an organic reaction: reactants, conditions, products, and yield The reactants are COC(=O)C(C)(C)CCc1ccc(C(=O)N2c3ccccc3C(N(C(C)=O)c3ccc(Cl)cc3)CC2C)cc1, CO, [Na+], C1CCOC1, [OH-], O. Product: CC(=O)N(c1ccc(Cl)cc1)C1CC(C)N(C(=O)c2ccc(CCC(C)(C)C(=O)O)cc2)c2ccccc21. RXN SMILES: [C:1]([CH3:2])(=[O:3])[N:4]([CH:5]1[CH2:6][CH:7]([CH3:32])[N:8]([C:15](=[O:16])[c:17]2[cH:18][cH:19][c:20]([CH2:23][CH2:24][C:25]([C:26](=[O:27])[O:28][CH3:29])([CH3:30])[CH3:31])[cH:21][cH:22]2)[c:9]2[cH:10][cH:11][cH:12][cH:13][c:14]21)[c:33]1[cH:34][cH:35][c:36]([Cl:39])[cH:37][cH:38]1.[CH3:48][OH:49].[Na+:41].[O:43]1[CH2:44][CH2:45][CH2:46][CH2:47]1.[OH-:40].[OH2:42]>>[C:1]([CH3:2])(=[O:3])[N:4]([CH:5]1[CH2:6][CH:7]([CH3:32])[N:8]([C:15](=[O:16])[c:17]2[cH:18][cH:19][c:20]([CH2:23][CH2:24][C:25]([C:26](=[O:27])[OH:28])([CH3:30])[CH3:31])[cH:21][cH:22]2)[c:9]2[cH:10][cH:11][cH:12][cH:13][c:14]21)[c:33]1[cH:34][cH:35][c:36]([Cl:39])[cH:37][cH:38]1. Reactants: CN1CCNCC1, CN(C)C=O, [CH3], CCn1cc(C(=O)O)c(=O)c2cc(Cl)c(Cl)cc21, Cl. Product: CCn1cc(C(=O)O)c(=O)c2cc(Cl)c(N3CCN(C)CC3)cc21. As a reaction SMILES: [CH3:19][N:20]1[CH2:21][CH2:22][NH:23][CH2:24][CH2:25]1.[CH3:26][N:27]([CH3:28])[CH:29]=[O:30].[CH3:32].[Cl:1][c:2]1[cH:3][c:4]2[c:5](=[O:18])[c:6]([C:15](=[O:16])[OH:17])[cH:7][n:8]([CH2:13][CH3:14])[c:9]2[cH:10][c:11]1[Cl:12].[Cl:31]>>[Cl:1][c:2]1[cH:3][c:4]2[c:5](=[O:18])[c:6]([C:15](=[O:16])[OH:17])[cH:7][n:8]([CH2:13][CH3:14])[c:9]2[cH:10][c:11]1[N:23]1[CH2:22][CH2:21][N:20]([CH3:19])[CH2:25][CH2:24]1. Starting materials: C(C)(=O)NNC(=O)C1=CC=C(OC=2C=C(C(=O)OC)C=C(C2)OCC2=CC=CC=C2)C=C1 (Methyl 3-(4-(2-acetylhydrazinecarbonyl)phenoxy)-5-(benzyloxy)benzoate), C(C)(=O)NNC(=O)C1=CC=C(OC=2C=C(C(=O)OC)C=C(C2)OCC2=CC=CC=C2)C=C1 (Methyl 3-(4-(2-acetylhydrazinecarbonyl)phenoxy)-5-(benzyloxy)benzoate), [Cl-] (chloride). The solvent is C1(=CC=CC=C1)C (toluene). Yields the product C(C1=CC=CC=C1)OC=1C=C(C(=O)OC)C=C(C1)OC1=CC=C(C=C1)C=1OC(=NN1)C (Methyl 3-(benzyloxy)-5-(4-(5-methyl-1,3,4-oxadiazol-2-yl)phenoxy)benzoate), product. Reaction SMILES: [C:1]([NH:4][NH:5][C:6]([C:8]1[CH:32]=[CH:31][C:11]([O:12][C:13]2[CH:14]=[C:15]([CH:20]=[C:21]([O:23][CH2:24][C:25]3[CH:30]=[CH:29][CH:28]=[CH:27][CH:26]=3)[CH:22]=2)[C:16]([O:18][CH3:19])=[O:17])=[CH:10][CH:9]=1)=[O:7])(=O)[CH3:2].[Cl-]>C1(C)C=CC=CC=1>[CH2:24]([O:23][C:21]1[CH:20]=[C:15]([CH:14]=[C:13]([O:12][C:11]2[CH:31]=[CH:32][C:8]([C:6]3[O:7][C:1]([CH3:2])=[N:4][N:5]=3)=[CH:9][CH:10]=2)[CH:22]=1)[C:16]([O:18][CH3:19])=[O:17])[C:25]1[CH:30]=[CH:29][CH:28]=[CH:27][CH:26]=1. Reported procedure: To a stirring mixture of Methyl 3-(4-(2-acetylhydrazinecarbonyl)phenoxy)-5-(benzyloxy)benzoate (Intermediate 10) (32 g, 73.7 mmol, 1 equiv.) in toluene in a single necked round bottomed flask fitted with reflux condenser and anhydrous CaCl2 guard tube, thonyl chloride (10.5 g, 88.4 mmol, 1.2 equiv.) was added carefully. The reaction mixture was refluxed until the reaction was complete. After completion, the reaction mixture was poured onto ice and extracted twice with ethyl acetate. The combined... The reactants are ClC1=CC=C(C=C1)C1=NSC(O1)=O (5-(4-chlorophenyl)-2H-1,3,4-oxathiazol-2-one), C(C#CC(=O)OCC)(=O)OCC (1,4-diethyl but-2-ynedioate). Solvent: ClC1=CC(=CC=C1)Cl (1,3-dichlorobenzene). Run at temperature 148 celsius, time 16 hour. Product: ClC1=CC=C(C=C1)C1=NSC(=C1C(=O)OCC)C(=O)OCC (4,5-diethyl 3-(4-chlorophenyl)-1,2-thiazole-4,5-dicarboxylate). RXN SMILES: [Cl:1][C:2]1[CH:7]=[CH:6][C:5]([C:8]2OC(=O)[S:10][N:9]=2)=[CH:4][CH:3]=1.[C:14]([O:23][CH2:24][CH3:25])(=[O:22])[C:15]#[C:16][C:17]([O:19][CH2:20][CH3:21])=[O:18]>ClC1C=CC=C(Cl)C=1>[Cl:1][C:2]1[CH:7]=[CH:6][C:5]([C:8]2[C:15]([C:14]([O:23][CH2:24][CH3:25])=[O:22])=[C:16]([C:17]([O:19][CH2:20][CH3:21])=[O:18])[S:10][N:9]=2)=[CH:4][CH:3]=1. Procedure: Into a 150-mL sealed tube, was placed 5-(4-chlorophenyl)-2H-1,3,4-oxathiazol-2-one (2 g, 9.65 mmol, 1.00 equiv), 1,4-diethyl but-2-ynedioate (3.29 g, 19.33 mmol, 2.00 equiv), 1,3-dichlorobenzene (30 mL). The resulting solution was stirred for 16 h at 148° C. The resulting mixture was concentrated under vacuum. This resulted in 1 g (31%) of 4,5-diethyl 3-(4-chlorophenyl)-1,2-thiazole-4,5-dicarboxylate as brown oil. Reactants: C(C)OP(OCC)(=O)C#N (diethylcyanophosphonate), BrC=1C=C2CCC(C2=CC1)=O (5-bromo-2,3-dihydro-1H-inden-1-one), C(C)(C)[N-]C(C)C.[Li+] (lithium diisopropylamide), borontrifluoride diethyl. Solvent: C1CCOC1 (THF), C1CCOC1 (THF). Conditions: time 3 hour. Product: BrC1=CC=C2C(=CCC2=C1)C#N (6-bromo-1H-indene-3-carbonitrile), solid. The yield is 69.0%. As a reaction SMILES: [Br:1][C:2]1[CH:3]=[C:4]2[C:8](=[CH:9][CH:10]=1)[C:7](=O)[CH2:6][CH2:5]2.[CH:12]([N-:15]C(C)C)(C)C.[Li+].C(OP(C#N)(=O)OCC)C>C1COCC1>[Br:1][C:2]1[CH:3]=[C:4]2[C:8]([C:7]([C:12]#[N:15])=[CH:6][CH2:5]2)=[CH:9][CH:10]=1 |f:1.2|. Procedure details: To a solution of 5-bromo-2,3-dihydro-1H-inden-1-one (1 g, 4.74 mmol) in anhydrous THF (15 ml) at −10° C. was added 2M lithium diisopropylamide in THF (0.242 ml, 0.483 mmol) dropwise. The resulting mixture was stirred at −10° C. for 15 min before diethylcyanophosphonate (0.791 ml, 5.21 mmol) was added dropwise. Following the addition, the mixture was allowed to warm to room temperature, and was stirred at room temperature for 3 h. The mixture was cooled to −78° C. and borontrifluoride diethyl eth...